Dataset: the Open Reaction Database (ORD), a public repository of structured organic reaction records. Task: describe an organic reaction: reactants, conditions, products, and yield Reactants: stainless steel, [OH-].[K+] (KOH), [OH-].[Na+] (NaOH), aqueous solution, S(=O)(=O)(O)C=1C=C(C(C(=O)O)=CC1)C(=O)O (4-sulfophthalic acid). Solvent: ice water. The product is OC=1C=C(C(C(=O)O)=CC1)C(=O)O (4-Hydroxyphthalic Acid). As a reaction SMILES: [OH-:1].[K+].[OH-].[Na+].S([C:9]1[CH:10]=[C:11]([C:18]([OH:20])=[O:19])[C:12](=[CH:16][CH:17]=1)[C:13]([OH:15])=[O:14])(O)(=O)=O>>[OH:1][C:9]1[CH:10]=[C:11]([C:18]([OH:20])=[O:19])[C:12](=[CH:16][CH:17]=1)[C:13]([OH:15])=[O:14] |f:0.1,2.3|. Procedure details: In a stainless steel beaker with a steel stirrer a mixture of 300 g KOH (5.36 mole), 150 g NaOH (3.75 mole), 120 g of a 50% aqueous solution of 4-sulfophthalic acid (~0.25 mol) was heated for 4 hr on an oil bath. It was then cooled such that it remained molten and poured into 600 ml ice + water. With cooling it was neutralized to pH 9.0 without noting any precipitate of m-hydroxybenzoic acid by-product. It was then acidified, evaporated to dryness in a rotary evaporator and extracted in a Soxhle... The reactants are O=C1CCC(=O)N1Br, ClC(Cl)(Cl)Cl, COc1cc2c(cc1OC)C(=O)OC2. The product is COc1cc2c(cc1OC)C(Br)OC2=O. RXN SMILES: [Br:15][N:16]1[C:17](=[O:18])[CH2:19][CH2:20][C:21]1=[O:22].[C:23]([Cl:24])([Cl:25])([Cl:26])[Cl:27].[CH3:1][O:2][c:3]1[cH:4][c:5]2[c:10]([cH:11][c:12]1[O:13][CH3:14])[C:8](=[O:9])[O:7][CH2:6]2>>[CH3:1][O:2][c:3]1[cH:4][c:5]2[c:10]([cH:11][c:12]1[O:13][CH3:14])[C:8](=[O:9])[O:7][CH:6]2[Br:15]. Starting materials: BrBr, CC(=O)O, Nc1ccc2ncn(CC3CCCCC3)c2c1. Product: Nc1ccc2ncn(CC3CCCCC3)c2c1Br. As a reaction SMILES: [Br:18][Br:19].[C:20]([OH:21])(=[O:22])[CH3:23].[CH:1]1([CH2:7][n:8]2[cH:9][n:10][c:11]3[c:12]2[cH:13][c:14]([NH2:17])[cH:15][cH:16]3)[CH2:2][CH2:3][CH2:4][CH2:5][CH2:6]1>>[CH:1]1([CH2:7][n:8]2[cH:9][n:10][c:11]3[c:12]2[c:13]([Br:18])[c:14]([NH2:17])[cH:15][cH:16]3)[CH2:2][CH2:3][CH2:4][CH2:5][CH2:6]1. The reactants are CN(S(=O)(=O)N1C(=NC2=C1C=C(C(=C2)OC(F)(F)F)Cl)Cl)C (2,6-dichloro-5-trifluoromethoxy-benzoimidazole-1-sulfonic acid dimethylamide), C(C)OC(=O)C=1C=NNC1 (1H-pyrazole-4-carboxylic acid ethyl ester), C(=O)([O-])[O-].[K+].[K+] (K2CO3). Run at temperature 70 celsius, time 10 hour. Yields the product C(C)OC(=O)C=1C=NN(C1)C1=NC2=C(N1S(N(C)C)(=O)=O)C=C(C(=C2)OC(F)(F)F)Cl (1-(6-chloro-1-dimethylsulfamoyl-5-trifluoromethoxy-1H-benzoimidazol-2-yl)-1H-pyrazole-4-carboxylic acid ethyl ester). Reaction SMILES: [CH3:1][N:2]([CH3:22])[S:3]([N:6]1[C:10]2[CH:11]=[C:12]([Cl:20])[C:13]([O:15][C:16]([F:19])([F:18])[F:17])=[CH:14][C:9]=2[N:8]=[C:7]1Cl)(=[O:5])=[O:4].[CH2:23]([O:25][C:26]([C:28]1[CH:29]=[N:30][NH:31][CH:32]=1)=[O:27])[CH3:24].C([O-])([O-])=O.[K+].[K+]>>[CH2:23]([O:25][C:26]([C:28]1[CH:29]=[N:30][N:31]([C:7]2[N:6]([S:3](=[O:5])(=[O:4])[N:2]([CH3:22])[CH3:1])[C:10]3[CH:11]=[C:12]([Cl:20])[C:13]([O:15][C:16]([F:19])([F:18])[F:17])=[CH:14][C:9]=3[N:8]=2)[CH:32]=1)=[O:27])[CH3:24] |f:2.3.4|. Procedure details: 2,6-Dichloro-5-trifluoromethoxy-1H-benzoimidazole (160 g, 0.59 mol, 1.0 equiv.) was dissolved in dry DMF (1.5 L) and then K2CO3 (98 g, 0.71 mol, 1.2 equiv.) and dimethylsulfamoyl chloride (85 g, 0.59 mol, 1.0 equiv.) were added sequentially. The reaction mixture was stirred at room temperature for 16 hours to afford 2,6-dichloro-5-trifluoromethoxy-benzoimidazole-1-sulfonic acid dimethylamide. Without isolation of 2,6-dichloro-5-trifluoromethoxy-benzoimidazole-1-sulfonic acid dimethylamide, 1H-py... Product: Cl.ClC1=C(C=C(C=C1)NC(NC1=CC=C(C=C1)N1C2=NC=NC(=C2N=C1)NC(=O)[C@H]1NCCC1)=O)C(F)(F)F ((S)-Pyrrolidine-2-carboxylic acid (9-{4-[3-(4-chloro-3-(trifluoromethyl)phenyl)ureido]phenyl}-9H-purin-6-yl)amide hydrochloride). Starting materials: Cl.NC1=C2N=CN(C2=NC=N1)C1=CC=C(C=C1)NC(=O)NC1=CC(=C(C=C1)Cl)C(F)(F)F (1-[4-(6-aminopurin-9-yl)phenyl]-3-(4-chloro-3-(trifluoromethyl)phenyl)urea hydrochloride), C(C)(C)(C)OC(=O)N1[C@H](C(=O)O)CCC1 (tert-butoxycarbonyl-L-proline). Procedure: The title compound can be synthesized from 1-[4-(6-aminopurin-9-yl)phenyl]-3-(4-chloro-3-(trifluoromethyl)phenyl)urea hydrochloride and tert-butoxycarbonyl-L-proline by using the same method as in Example 96. RXN SMILES: Cl.[NH2:2][C:3]1[N:11]=[CH:10][N:9]=[C:8]2[C:4]=1[N:5]=[CH:6][N:7]2[C:12]1[CH:17]=[CH:16][C:15]([NH:18][C:19]([NH:21][C:22]2[CH:27]=[CH:26][C:25]([Cl:28])=[C:24]([C:29]([F:32])([F:31])[F:30])[CH:23]=2)=[O:20])=[CH:14][CH:13]=1.C(OC([N:40]1[CH2:47][CH2:46][CH2:45][C@H:41]1[C:42](O)=[O:43])=O)(C)(C)C>>[ClH:28].[Cl:28][C:25]1[CH:26]=[CH:27][C:22]([NH:21][C:19](=[O:20])[NH:18][C:15]2[CH:14]=[CH:13][C:12]([N:7]3[CH:6]=[N:5][C:4]4[C:8]3=[N:9][CH:10]=[N:11][C:3]=4[NH:2][C:42]([C@@H:41]3[CH2:45][CH2:46][CH2:47][NH:40]3)=[O:43])=[CH:17][CH:16]=2)=[CH:23][C:24]=1[C:29]([F:31])([F:32])[F:30] |f:0.1,3.4|. Starting materials: C, CCOC(=O)CC(=O)N(CC)c1cc(OC)ccc1[N+](=O)[O-], CC[O-], CCO, [Na+], [Pd]. The product is CCN1C(=O)CC(=O)Nc2ccc(OC)cc21. RXN SMILES: [C:27].[CH2:1]([CH3:2])[N:3]([C:4]([CH2:5][C:6](=[O:7])[O:10][CH2:21][CH3:22])=[O:11])[c:12]1[c:13]([N+:20]([O-:8])=[O:9])[cH:14][cH:15][c:16]([O:18][CH3:19])[cH:17]1.[CH3:24][CH2:25][O-:26].[CH3:29][CH2:30][OH:31].[Na+:23].[Pd:28]>>[CH2:1]([CH3:2])[N:3]1[C:4](=[O:11])[CH2:5][C:6](=[O:7])[NH:20][c:13]2[c:12]1[cH:17][c:16]([O:18][CH3:19])[cH:15][cH:14]2. The reactants are CCCCCC(CCCCC)=O (6-undecanone), Cl.NO (hydroxylamine hydrochloride), ice, Cl (hydrochloric acid), [OH-].[K+] (potassium hydroxide). Solvent: O (water), C(C)O (ethanol), O (water), O (water). The product is CCCCCC(CCCCC)=NO (6-undecanone oxime). The yield is 100.2%. Reaction SMILES: [CH3:1][CH2:2][CH2:3][CH2:4][CH2:5][C:6](=O)[CH2:7][CH2:8][CH2:9][CH2:10][CH3:11].Cl.[NH2:14][OH:15].[OH-].[K+].Cl>C(O)C.O>[CH3:1][CH2:2][CH2:3][CH2:4][CH2:5][C:6](=[N:14][OH:15])[CH2:7][CH2:8][CH2:9][CH2:10][CH3:11] |f:1.2,3.4|. Reported procedure: To a solution of 5.11 g of 6-undecanone in 20 ml of ethanol were successively added a solution of 3.47 g of hydroxylamine hydrochloride in 6 ml of water and a solution of 4.77 g of potassium hydroxide in 6 ml of water. The resulting mixture was heated under reflux for 3 hours. The reaction mixture was then poured into 150 ml of ice-containing water. The resulting aqueous mixture was made acidic by addition of 2N hydrochloric acid, and extracted with benzene. The organic layer was washed with sat... The reactants are C1CCOC1, CON(C)C(=O)c1cn(Cc2cccc(Br)n2)c2ccccc2c1=O, CC(C)[Mg+], [Cl-], COCCOc1ccc(I)cc1C. Product: COCCOc1ccc(C(=O)c2cn(Cc3cccc(Br)n3)c3ccccc3c2=O)cc1C. Reaction SMILES: [CH2:44]1[O:45][CH2:46][CH2:47][CH2:48]1.[CH3:1][O:2][N:3]([C:4](=[O:5])[c:6]1[cH:7][n:8]([CH2:17][c:18]2[n:19][c:20]([Br:24])[cH:21][cH:22][cH:23]2)[c:9]2[cH:10][cH:11][cH:12][cH:13][c:14]2[c:15]1=[O:16])[CH3:25].[CH:40]([Mg+:41])([CH3:42])[CH3:43].[Cl-:39].[I:26][c:27]1[cH:28][c:29]([CH3:38])[c:30]([O:33][CH2:34][CH2:35][O:36][CH3:37])[cH:31][cH:32]1>>[C:4](=[O:5])([c:6]1[cH:7][n:8]([CH2:17][c:18]2[n:19][c:20]([Br:24])[cH:21][cH:22][cH:23]2)[c:9]2[cH:10][cH:11][cH:12][cH:13][c:14]2[c:15]1=[O:16])[c:27]1[cH:28][c:29]([CH3:38])[c:30]([O:33][CH2:34][CH2:35][O:36][CH3:37])[cH:31][cH:32]1. Starting materials: C(OC(C)C)(=O)Cl (isopropyl chlorocarbonate), [OH-].[Na+] (sodium hydroxide), Cl (hydrochloric acid), C(C=C)OC(=O)N1[C@H](C[C@H](C1)O)C(=O)O ((2R,4R)-1-allyloxycarbonyl-4-hydroxy-2-pyrrolidinecarboxylic acid), S (hydrogen sulfide), CS(=O)(=O)Cl (methanesulfonyl chloride). The solvent is C(C)N(CC)CC (triethylamine), C1(=CC=CC=C1)C (toluene), C(C)N(CC)CC (triethylamine), C(C)(=O)OCC (ethyl acetate), C(Cl)Cl (methylene chloride), C(C)N(CC)CC (Triethylamine). Run at temperature -10 celsius, time 20 minute. Product: C(C=C)OC(=O)N1[C@@H](C[C@H](C1)OS(=O)(=O)C)C(O)=S ((2S,4R)-1-allyloxycarbonyl-4-methanesulfonyloxy-2-pyrrolidinethiocarboxylic acid). Reaction SMILES: [CH2:1]([O:4][C:5]([N:7]1[CH2:11][C@H:10]([OH:12])[CH2:9][C@@H:8]1[C:13]([OH:15])=O)=[O:6])[CH:2]=[CH2:3].C(Cl)(=O)OC(C)C.[CH3:23][S:24](Cl)(=[O:26])=[O:25].[SH2:28].Cl.[OH-].[Na+]>C(Cl)Cl.C1(C)C=CC=CC=1.C(OCC)(=O)C.C(N(CC)CC)C>[CH2:1]([O:4][C:5]([N:7]1[CH2:11][C@H:10]([O:12][S:24]([CH3:23])(=[O:26])=[O:25])[CH2:9][C@H:8]1[C:13](=[S:28])[OH:15])=[O:6])[CH:2]=[CH2:3] |f:5.6|. Reported procedure: To a solution of (2R,4R)-1-allyloxycarbonyl-4-hydroxy-2-pyrrolidinecarboxylic acid (559 mg) in methylene chloride (15ml), cooled to -10° C., were added triethylamine (329 mg) and isopropyl chlorocarbonate (366 mg). The mixture was stirred at -10° C. for 20 minutes. Triethylamine (329 mg) and methanesulfonyl chloride (342 mg) were added thereto, and the mixture was stirred at -10° C. for 20 minutes. After triethylamine (657 mg) was added, an excessive amount of hydrogen sulfide was passed through...